This data is from the Open Reaction Database (ORD), a public repository of structured organic reaction records. The task is: describe an organic reaction: reactants, conditions, products, and yield As a reaction SMILES: [CH3:17][CH2:18][OH:19].[F:1][c:2]1[c:3]([C:8]([C:9](=[O:10])[O:11][CH3:12])([CH3:13])[CH3:14])[cH:4][cH:5][cH:6][cH:7]1.[K+:16].[OH-:15].[OH2:20]>>[F:1][c:2]1[c:3]([C:8]([C:9](=[O:10])[OH:11])([CH3:13])[CH3:14])[cH:4][cH:5][cH:6][cH:7]1. The reactants are CCO, COC(=O)C(C)(C)c1ccccc1F, [K+], [OH-], O. Yields the product CC(C)(C(=O)O)c1ccccc1F. Starting materials: COC1=CC=C2C=CC(N(C2=C1)CCN1CCC(CC1)NC(OC(C)(C)C)=O)=O (1,1-Dimethylethyl (1-{2-[7-(methyloxy)-2-oxo-1(2H)-quinolinyl]ethyl}-4-piperidinyl)carbamate), C1(=CC=CC=C1)C (toluene). The solvent is CO (MeOH), C(Cl)(Cl)Cl (chloroform), Cl (HCl). Conditions: time 1 hour. Product: NC1CCN(CC1)CCN1C(C=CC2=CC=C(C=C12)OC)=O (1-[2-(4-Amino-1-piperidinyl)ethyl]-7-(methyloxy)-2(1H)-quinolinone). Yield: 53.2%. RXN SMILES: [CH3:1][O:2][C:3]1[CH:12]=[C:11]2[C:6]([CH:7]=[CH:8][C:9](=[O:29])[N:10]2[CH2:13][CH2:14][N:15]2[CH2:20][CH2:19][CH:18]([NH:21]C(=O)OC(C)(C)C)[CH2:17][CH2:16]2)=[CH:5][CH:4]=1.C1(C)C=CC=CC=1>C(Cl)(Cl)Cl.Cl.CO>[NH2:21][CH:18]1[CH2:19][CH2:20][N:15]([CH2:14][CH2:13][N:10]2[C:11]3[C:6](=[CH:5][CH:4]=[C:3]([O:2][CH3:1])[CH:12]=3)[CH:7]=[CH:8][C:9]2=[O:29])[CH2:16][CH2:17]1. Reported procedure: 1,1-Dimethylethyl (1-{2-[7-(methyloxy)-2-oxo-1(2H)-quinolinyl]ethyl}-4-piperidinyl)carbamate (2.25 g; 5.61 mmol) was dissolved in a mixture of chloroform (20 ml) and HCl (15 ml) and stirred at rt under argon for 1 hour. The salts were dissolved in MeOH and a small amount of toluene added, all the solvents were then removed. The residues were redissolved in MeOH and stirred with amberlyst ion exchange resin until a neutral pH was reached. The resin was filtered off and the solvent removed and the...